This data is from the Open Reaction Database (ORD), a public repository of structured organic reaction records. The task is: describe an organic reaction: reactants, conditions, products, and yield The reactants are [Li]CCCC (n-BuLi), CC1=C2C=CCC2=C(C=C1)C (4,7-dimethylindene), ( XX ), O (water), brominated compound. Run in CCCCCC (hexane), mixture, C1CCOC1.CCCCCC (THF hexane), C1CCOC1.CCCCCC (THF hexane). Conditions: temperature -70 celsius, time 1 hour. The product is CC1=C2C=CC(C2=C(C=C1)C)C1=C(C=CC=C1)CC1C=CC2=C(C=CC(=C12)C)C (1-(4,7-dimethyl-1-indenyl)-2-(4,7-dimethyl-1-indenyl)methyl benzene). As a reaction SMILES: [Li][CH2:2][CH2:3][CH2:4][CH3:5].[CH3:6][C:7]1[CH:15]=[CH:14][C:13]([CH3:16])=[C:12]2[C:8]=1[CH:9]=[CH:10][CH2:11]2.O>CCCCCC.C1COCC1.CCCCCC>[CH3:5][C:4]1[CH:11]=[CH:12][C:13]([CH3:16])=[C:2]2[C:3]=1[CH:2]=[CH:3][CH:4]2[C:5]1[CH:14]=[CH:15][CH:7]=[CH:8][C:9]=1[CH2:10][CH:11]1[C:12]2[C:8](=[C:7]([CH3:6])[CH:15]=[CH:14][C:13]=2[CH3:16])[CH:9]=[CH:10]1 |f:4.5|. Reported procedure: 4.12 ml (10.3 mmoles) of n-BuLi 2.5 M in hexane are added to a solution of 1.48 g of 4,7-dimethyl indene (XVIII) (10.3 mmoles; obtained as described above) in 55 ml of a mixture of THF-hexane 2/1. At the end of the addition, the mixture is left under stirring for 1 hour. It is then cooled to −70° C. and a solution of 2.3 g of the brominated compound having formula (XX) (7.37 mmoles) in THF/hexane are added dropwise. The mixture is left to rise to room temperature and is left to rest for 6 hours.... Starting materials: FC1=C(C=CC=C1)C=1N=C(N2N=CN=C(C21)N2N=CN=C2)C (5-(2-fluorophenyl)-7-methyl-4-(1H-1,2,4-triazol-1-yl)imidazo[5,1-f][1,2,4]triazine), BrCC(=O)C1=C(C=C(C=C1)F)Cl (2-bromo-1-(2-chloro-4-fluorophenyl)ethanone). Product: ClC1=C(C=CC(=C1)F)C=1N=C(N2N=CN=C(C21)N2N=CN=C2)C (5-(2-Chloro-4-fluorophenyl)-7-methyl-4-(1H-1,2,4-triazol-1-yl)imidazo[5,1-f][1,2,4]triazine). RXN SMILES: FC1C=CC=CC=1C1[N:9]=[C:10]([CH3:22])[N:11]2C=1[C:15]([N:17]1[CH:21]=[N:20][CH:19]=[N:18]1)=[N:14][CH:13]=[N:12]2.Br[CH2:24][C:25]([C:27]1[CH:32]=[CH:31][C:30]([F:33])=[CH:29][C:28]=1[Cl:34])=O>>[Cl:34][C:28]1[CH:29]=[C:30]([F:33])[CH:31]=[CH:32][C:27]=1[C:25]1[N:9]=[C:10]([CH3:22])[N:11]2[C:24]=1[C:15]([N:17]1[CH:21]=[N:20][CH:19]=[N:18]1)=[N:14][CH:13]=[N:12]2. Procedure details: 5-(2-Chloro-4-fluorophenyl)-7-methyl-4-(1H-1,2,4-triazol-1-yl)imidazo[5,1-f][1,2,4]triazine was prepared in similar fashion to C6 in Example 1, by employing 2-bromo-1-(2-chloro-4-fluorophenyl)ethanone. The reactants are [Cl-] (chloride), COC1(C(CCCCCC1)=NO)OC (2,2-dimethoxycyclooctanone oxime), Cl (hydrogen chloride), C([O-])([O-])=O.[Na+].[Na+] (sodium carbonate), BrBr (bromine). Solvent: C(C)OCC (diethyl ether), C(C)OCC (diethyl ether), C(C)OCC (diethyl ether). The product is BrC1C(C(CCCCC1)=NO)(OC)OC (3-bromo-2,2-dimethoxycyclooctanone oxime). Yield: 50.0%. Reaction SMILES: [Cl-].[CH3:2][O:3][C:4]1([O:14][CH3:15])[CH2:11][CH2:10][CH2:9][CH2:8][CH2:7][CH2:6][C:5]1=[N:12][OH:13].Cl.[Br:17]Br.C(=O)([O-])[O-].[Na+].[Na+]>C(OCC)C>[Br:17][CH:11]1[CH2:10][CH2:9][CH2:8][CH2:7][CH2:6][C:5](=[N:12][OH:13])[C:4]1([O:3][CH3:2])[O:14][CH3:15] |f:4.5.6|. Procedure details: Following the general procedure of Example 1, but using diethyl ether as a solvent in place of methylane chloride, to a solution of 5.025 parts of 2,2-dimethoxycyclooctanone oxime in 28 parts of diethyl ether was added 1.7 parts anhydrous hydrogen chloride at about 32° C. The mixture was stirred and to this was added about 4 parts bromine dissolved in 7 parts diethyl ether over a 5 minute period. After the addition the mixture was allowed to stir for about 0.5 hour. The mixture was then treated ... Starting materials: [Cl-].[Cl-].[Ca+2] (calcium dichloride), P(O)(O)(O)=O (phosphoric acid), FF (fluorine), Ca(H2PO4)2, [Na+].[Cl-] (NaCl), Ca, 100, CaHPO4, CaClH2PO4, Ca. As a reaction SMILES: [Cl-].[Cl-].[Ca+2:3].[P:4](=[O:8])([OH:7])([OH:6])[OH:5].FF.[Na+].[Cl-]>O>[P:4]([O-:8])([O-:7])([O-:6])=[O:5].[Ca+2:3].[P:4]([O-:8])([O-:7])([O-:6])=[O:5].[Ca+2:3].[Ca+2:3] |f:0.1.2,5.6,8.9.10.11.12|. Procedure details: An aqueous solution of calcium dichloride was mixed with phosphoric acid of high fluorine content to produce a solution having a Ca/P mole ratio of 0.8 and a solution P/F ratio of about 20. The solution was treated with NaCl and chilled to produce a precipitate in accordance with the procedure of Example 1(a). The slurry was filtered yielding a filtrate having a Ca/P mole ratio of 0.8 and a P/F ratio of about 60. The solution was then fed to a conventional spray dryer at a rate of about 125 ml./... Solvent: O (H2O). Yields the product P(=O)([O-])([O-])[O-].[Ca+2].P(=O)([O-])([O-])[O-].[Ca+2].[Ca+2] (Calcium Phosphate). Reaction conditions: temperature 320 fahrenheit. Starting materials: O=C([O-])[O-], CC#N, Cc1cc(F)c(C(=O)NC2CC2)cc1-n1ccnc(NC2(c3ccccc3O)CC2)c1=O, ClCCBr, [K+], [K+]. Yields the product Cc1cc(F)c(C(=O)NC2CC2)cc1-n1ccnc(NC2(c3ccccc3OCCCl)CC2)c1=O. RXN SMILES: [C:33](=[O:34])([O-:35])[O-:36].[CH3:43][C:44]#[N:45].[CH:1]1([NH:4][C:5]([c:6]2[c:7]([F:31])[cH:8][c:9]([CH3:30])[c:10](-[n:12]3[c:13](=[O:29])[c:14]([NH:18][C:19]4([c:22]5[c:23]([OH:28])[cH:24][cH:25][cH:26][cH:27]5)[CH2:20][CH2:21]4)[n:15][cH:16][cH:17]3)[cH:11]2)=[O:32])[CH2:2][CH2:3]1.[Cl:39][CH2:40][CH2:41][Br:42].[K+:37].[K+:38]>>[CH:1]1([NH:4][C:5]([c:6]2[c:7]([F:31])[cH:8][c:9]([CH3:30])[c:10](-[n:12]3[c:13](=[O:29])[c:14]([NH:18][C:19]4([c:22]5[c:23]([O:28][CH2:41][CH2:40][Cl:39])[cH:24][cH:25][cH:26][cH:27]5)[CH2:20][CH2:21]4)[n:15][cH:16][cH:17]3)[cH:11]2)=[O:32])[CH2:2][CH2:3]1.